describe an organic reaction: reactants, conditions, products, and yield From a dataset of the Open Reaction Database (ORD), a public repository of structured organic reaction records. The reactants are C1(CCCC1)C1=C(C=C(COC2=CC=3C=C4N(C3C=C2)CCC4CC(=O)OC(C)(C)C)C=C1)C(F)(F)F (tert-Butyl 2-(7-(4-cyclopentyl-3-(trifluoromethyl)benzyloxy)-2,3-dihydro-1H-pyrrolo[1,2-a]indol-1-yl)acetate), NC(C(=O)O)CS (2-amino-3-mercaptopropanoic acid), ice water. Run in C(=O)(C(F)(F)F)O (TFA). Conditions: temperature 23 celsius, time 15 minute. Product: C1(CCCC1)C1=C(C=C(COC2=CC=3C=C4N(C3C=C2)CCC4CC(=O)O)C=C1)C(F)(F)F (2-(7-(4-Cyclopentyl-3-(trifluoromethyl)benzyloxy)-2,3-dihydro-1H-pyrrolo[1,2-a]indol-1-yl)acetic Acid). Isolated yield 83.5%. Reaction SMILES: [CH:1]1([C:6]2[CH:33]=[CH:32][C:9]([CH2:10][O:11][C:12]3[CH:20]=[CH:19][C:18]4[N:17]5[CH2:21][CH2:22][CH:23]([CH2:24][C:25]([O:27]C(C)(C)C)=[O:26])[C:16]5=[CH:15][C:14]=4[CH:13]=3)=[CH:8][C:7]=2[C:34]([F:37])([F:36])[F:35])[CH2:5][CH2:4][CH2:3][CH2:2]1.NC(CS)C(O)=O>C(O)(C(F)(F)F)=O>[CH:1]1([C:6]2[CH:33]=[CH:32][C:9]([CH2:10][O:11][C:12]3[CH:20]=[CH:19][C:18]4[N:17]5[CH2:21][CH2:22][CH:23]([CH2:24][C:25]([OH:27])=[O:26])[C:16]5=[CH:15][C:14]=4[CH:13]=3)=[CH:8][C:7]=2[C:34]([F:37])([F:35])[F:36])[CH2:5][CH2:4][CH2:3][CH2:2]1. Reported procedure: tert-Butyl 2-(7-(4-cyclopentyl-3-(trifluoromethyl)benzyloxy)-2,3-dihydro-1H-pyrrolo[1,2-a]indol-1-yl)acetate (0.800 g, 1.558 mmol) was added to a solution of 2-amino-3-mercaptopropanoic acid (0.189 g, 1.558 mmol) in TFA (10 mL). The reaction mixture was stirred at 23° C. for 15 min in a 20 mL sealed scintillation vial. After 15 min the reaction mixture was poured into ice water and a precipitate formed. The precipitate was collected by filtration, washed with hexanes (3×20 mL) and dried (vacuum ...